From a dataset of the Open Reaction Database (ORD), a public repository of structured organic reaction records. describe an organic reaction: reactants, conditions, products, and yield Starting materials: O=C1C(CN(CC1)C(=O)OC(C)(C)C)C(CC1CCOCC1)=O (tert-butyl 4-oxo-3-(2-(tetrahydro-2H-pyran-4-yl)acetyl)piperidine-1-carboxylate), CC=1N(C=CN1)C1=CC=C(C=C1)NC(=N)N (1-(4-(2-methyl-1H-imidazol-1-yl)phenyl)guanidine), pyrimidines. The product is CC=1N(C=CN1)C1=CC=C(C=C1)NC=1N=C(C2=C(N1)CCN(C2)C(=O)OC(C)(C)C)CC2CCOCC2 (tert-Butyl 2-(4-(2-methyl-1H-imidazol-1-yl)phenylamino)-4-((tetrahydro-2H-pyran-4-yl)methyl)-7,8-dihydropyrido[4,3-d]pyrimidine-6(5H)-carboxylate). Isolated yield 86.0%. Reaction SMILES: O=[C:2]1[CH2:7][CH2:6][N:5]([C:8]([O:10][C:11]([CH3:14])([CH3:13])[CH3:12])=[O:9])[CH2:4][CH:3]1[C:15](=O)[CH2:16][CH:17]1[CH2:22][CH2:21][O:20][CH2:19][CH2:18]1.[CH3:24][C:25]1[N:26]([C:30]2[CH:35]=[CH:34][C:33]([NH:36][C:37]([NH2:39])=[NH:38])=[CH:32][CH:31]=2)[CH:27]=[CH:28][N:29]=1>>[CH3:24][C:25]1[N:26]([C:30]2[CH:31]=[CH:32][C:33]([NH:36][C:37]3[N:38]=[C:15]([CH2:16][CH:17]4[CH2:22][CH2:21][O:20][CH2:19][CH2:18]4)[C:3]4[CH2:4][N:5]([C:8]([O:10][C:11]([CH3:14])([CH3:13])[CH3:12])=[O:9])[CH2:6][CH2:7][C:2]=4[N:39]=3)=[CH:34][CH:35]=2)[CH:27]=[CH:28][N:29]=1. Procedure details: tert-Butyl 2-(4-(2-methyl-1H-imidazol-1-yl)phenylamino)-4-((tetrahydro-2H-pyran-4-yl)methyl)-7,8-dihydropyrido[4,3-d]pyrimidine-6(5H)-carboxylate (745 mg, 86%) was synthesised from tert-butyl 4-oxo-3-(2-(tetrahydro-2H-pyran-4-yl)acetyl)piperidine-1-carboxylate and 1-(4-(2-methyl-1H-imidazol-1-yl)phenyl)guanidine (Example 41c) according to the general procedure for the synthesis of pyrimidines. MS (ES−) m/z 503.3 (M−H)− As a reaction SMILES: [C:19].[CH2:1]([CH3:2])[O:3][C:4]([CH:5]=[CH:6][c:7]1[c:8]([F:14])[cH:9][c:10]([NH2:13])[cH:11][cH:12]1)=[O:15].[CH3:16][CH2:17][OH:18].[Pd:20]>>[CH2:1]([CH3:2])[O:3][C:4]([CH2:5][CH2:6][c:7]1[c:8]([F:14])[cH:9][c:10]([NH2:13])[cH:11][cH:12]1)=[O:15]. Reactants: C, CCOC(=O)C=Cc1ccc(N)cc1F, CCO, [Pd]. Yields the product CCOC(=O)CCc1ccc(N)cc1F. The reactants are [N+](=O)([O-])C=1NC=CN1 (2-nitroimidazole), C([O-])([O-])=O.[K+].[K+] (potassium carbonate), C(Cl)[C@H]1CO1 ((R)-epichlorohydrin), [Cl-].[Na+] (sodium chloride). Run in C(C)O (ethanol). The product is OC(CN1C(=NC=C1)[N+](=O)[O-])CCl (1-(2-hydroxy-3-chloropropyl)-2-nitroimidazole). As a reaction SMILES: [N+:1]([C:4]1[NH:5][CH:6]=[CH:7][N:8]=1)([O-:3])=[O:2].C(=O)([O-])[O-].[K+].[K+].[CH2:15]([C@@H:17]1[O:19][CH2:18]1)[Cl:16].[Cl-].[Na+]>C(O)C>[OH:19][CH:17]([CH2:15][Cl:16])[CH2:18][N:5]1[CH:6]=[CH:7][N:8]=[C:4]1[N+:1]([O-:3])=[O:2] |f:1.2.3,5.6|. Procedure details: To 1.15 gram of 2-nitroimidazole in 20 mL of absolute ethanol was added 100 mg of potassium carbonate and 1.0 gram (R)-epichlorohydrin. The reaction mixture was refluxed overnight. The cooled reaction mixture is added to 150 mL of saturated aqueous sodium chloride containing 5% sodium bicarbonate. The reaction mixture was extracted with ethyl acetate (3×10 mL ) and the organic extract was dried over anhydrous sodium sulfate, filtered and concentrated to give 1.87 gram of the R enantiomer of 1-(2... Starting materials: CC(C)(C)[O-], C=Cc1ccc(-c2nccc3c(C)c(C)[nH]c23)cc1, Fc1cccc(CCl)c1, [K+], C1COCCOCCOCCOCCOCCO1, C1CCOC1. Product: C=Cc1ccc(-c2nccc3c(C)c(C)n(Cc4cccc(F)c4)c23)cc1, Cl. As a reaction SMILES: [CH3:19][C:20]([CH3:21])([O-:22])[CH3:23].[CH3:25][c:26]1[c:27]([CH3:43])[c:28]2[c:29]([c:30](-[c:34]3[cH:35][cH:36][c:37]([CH:40]=[CH2:41])[cH:38][cH:39]3)[n:31][cH:32][cH:33]2)[nH:42]1.[F:44][c:45]1[cH:46][c:47]([CH2:48][Cl:49])[cH:50][cH:51][cH:52]1.[K+:24].[O:1]1[CH2:2][CH2:3][O:4][CH2:5][CH2:6][O:7][CH2:8][CH2:9][O:10][CH2:11][CH2:12][O:13][CH2:14][CH2:15][O:16][CH2:17][CH2:18]1.[O:53]1[CH2:54][CH2:55][CH2:56][CH2:57]1>>[CH3:25][c:26]1[c:27]([CH3:43])[c:28]2[c:29]([c:30](-[c:34]3[cH:35][cH:36][c:37]([CH:40]=[CH2:41])[cH:38][cH:39]3)[n:31][cH:32][cH:33]2)[n:42]1[CH2:48][c:47]1[cH:46][c:45]([F:44])[cH:52][cH:51][cH:50]1.[ClH:49]. The reactants are C1CCOC1, C[Si](C)(C)[N-][Si](C)(C)C, Cc1cnc2cnc(C3CCNC(c4ccccc4)C3)[nH]c1-2, CI, Cl, [Li+]. Product: Cc1cnc2cnc(C3CCNC(c4ccccc4)C3C)[nH]c1-2. As a reaction SMILES: [CH2:36]1[O:37][CH2:38][CH2:39][CH2:40]1.[CH3:25][Si:26]([N-:27][Si:28]([CH3:29])([CH3:30])[CH3:31])([CH3:32])[CH3:33].[CH3:2][c:3]1[cH:4][n:5][c:6]2[cH:11][n:10][c:9]([CH:12]3[CH2:13][CH2:14][NH:15][CH:16]([c:18]4[cH:19][cH:20][cH:21][cH:22][cH:23]4)[CH2:17]3)[nH:8][c:7]1-2.[CH3:34][I:35].[ClH:1].[Li+:24]>>[CH3:2][c:3]1[cH:4][n:5][c:6]2[cH:11][n:10][c:9]([CH:12]3[CH2:13][CH2:14][NH:15][CH:16]([c:18]4[cH:19][cH:20][cH:21][cH:22][cH:23]4)[CH:17]3[CH3:25])[nH:8][c:7]1-2. Reaction SMILES: [Si:1]([O:18][CH2:19][CH2:20][N:21]([CH2:52]C)[C:22](=[O:51])[CH2:23][C@@H:24]([NH:33][C:34]1[CH:39]=[CH:38][C:37]([S:40](=[O:43])(=[O:42])[NH2:41])=[CH:36][C:35]=1[S:44]([C:47]([F:50])([F:49])[F:48])(=[O:46])=[O:45])[CH2:25][S:26][C:27]1[CH:32]=[CH:31][CH:30]=[CH:29][CH:28]=1)([C:14]([CH3:17])([CH3:16])[CH3:15])([C:8]1[CH:13]=[CH:12][CH:11]=[CH:10][CH:9]=1)[C:2]1[CH:7]=[CH:6][CH:5]=[CH:4][CH:3]=1.C1(SC[C@H](NC2C=CC(S(=O)(=O)N)=CC=2S(C(F)(F)F)(=O)=O)CC(O)=O)C=CC=CC=1.[Si](OCCNC)(C(C)(C)C)(C1C=CC=CC=1)C1C=CC=CC=1>>[Si:1]([O:18][CH2:19][CH2:20][N:21]([CH3:52])[C:22](=[O:51])[CH2:23][C@@H:24]([NH:33][C:34]1[CH:39]=[CH:38][C:37]([S:40](=[O:42])(=[O:43])[NH2:41])=[CH:36][C:35]=1[S:44]([C:47]([F:50])([F:48])[F:49])(=[O:46])=[O:45])[CH2:25][S:26][C:27]1[CH:32]=[CH:31][CH:30]=[CH:29][CH:28]=1)([C:14]([CH3:15])([CH3:16])[CH3:17])([C:2]1[CH:3]=[CH:4][CH:5]=[CH:6][CH:7]=1)[C:8]1[CH:13]=[CH:12][CH:11]=[CH:10][CH:9]=1. Product: [Si](C1=CC=CC=C1)(C1=CC=CC=C1)(C(C)(C)C)OCCN(C(C[C@H](CSC1=CC=CC=C1)NC1=C(C=C(C=C1)S(N)(=O)=O)S(=O)(=O)C(F)(F)F)=O)C ((R)—N-(2-(tert-butyldiphenylsilyloxy)ethyl)-N-methyl-4-(phenylthio)-3-(4-sulfamoyl-2-(trifluoromethylsulfonyl)phenylamino)butanamide). The reactants are [Si](C1=CC=CC=C1)(C1=CC=CC=C1)(C(C)(C)C)OCCN(C(C[C@H](CSC1=CC=CC=C1)NC1=C(C=C(C=C1)S(N)(=O)=O)S(=O)(=O)C(F)(F)F)=O)CC ((R)—N-(2-(tert-Butyldiphenylsilyloxy)ethyl)-N-ethyl-4-(phenylthio)-3-(4-sulfamoyl-2-(trifluoromethylsulfonyl)phenylamino)butanamide), C1(=CC=CC=C1)SC[C@@H](CC(=O)O)NC1=C(C=C(C=C1)S(N)(=O)=O)S(=O)(=O)C(F)(F)F ((R)-4-(phenylthio)-3-(4-sulfamoyl-2-(trifluoromethylsulfonyl)phenylamino) butanoic acid), C1(=CC=CC=C1)SC[C@@H](CC(=O)O)NC1=C(C=C(C=C1)S(N)(=O)=O)S(=O)(=O)C(F)(F)F ((R)-4-(phenylthio)-3-(4-sulfamoyl-2-(trifluoromethylsulfonyl)phenylamino) butanoic acid), [Si](C1=CC=CC=C1)(C1=CC=CC=C1)(C(C)(C)C)OCCNC (2-(tert-butyldiphenylsilyloxy)-N-methylethanamine), [Si](C1=CC=CC=C1)(C1=CC=CC=C1)(C(C)(C)C)OCCNC (2-(tert-butyldiphenylsilyloxy)-N-methylethanamine). The yield is 93.0%. Procedure details: The title product (590 mg, yield: 93%) was prepared using a procedure similar to the one described for the synthesis of INTERMEDIATE 24 utilizing (R)-4-(phenylthio)-3-(4-sulfamoyl-2-(trifluoromethylsulfonyl)phenylamino)butanoic acid (INTERMEDIATE 8, 400 mg, 0.8 mmol) and 2-(tert-butyldiphenylsilyloxy)-N-methylethanamine (INTERMEDIATE 26, 251 mg, 0.8 mmol) as starting materials. The title product was purified by column chromatography (ISCO, 12 g silica gel column, eluting with 0→100% EtOAc/hexane... Reactants: CNC1CCCCC1, Cc1cc(O)ccc1NC(=O)c1cc(Cl)ncn1. RXN SMILES: [CH3:19][NH:20][CH:21]1[CH2:22][CH2:23][CH2:24][CH2:25][CH2:26]1.[Cl:1][c:2]1[cH:3][c:4]([C:8](=[O:9])[NH:10][c:11]2[c:12]([CH3:18])[cH:13][c:14]([OH:17])[cH:15][cH:16]2)[n:5][cH:6][n:7]1>>[c:2]1([N:20]([CH3:19])[CH:21]2[CH2:22][CH2:23][CH2:24][CH2:25][CH2:26]2)[cH:3][c:4]([C:8](=[O:9])[NH:10][c:11]2[c:12]([CH3:18])[cH:13][c:14]([OH:17])[cH:15][cH:16]2)[n:5][cH:6][n:7]1. Yields the product Cc1cc(O)ccc1NC(=O)c1cc(N(C)C2CCCCC2)ncn1. The reactants are [Br-], [Br-], CCN(C(C)C)C(C)C, Cc1cc(Cl)c(OCCc2ccc(CO)cc2)c(Cl)c1, ClCCl, c1ccc(P(c2ccccc2)c2ccccc2)cc1. Product: Cc1cc(Cl)c(OCCc2ccc(CBr)cc2)c(Cl)c1. Reaction SMILES: [Br-:1].[Br-:2].[CH:22]([N:23]([CH2:24][CH3:25])[CH:26]([CH3:27])[CH3:28])([CH3:29])[CH3:30].[Cl:31][c:32]1[c:33]([O:34][CH2:35][CH2:36][c:37]2[cH:38][cH:39][c:40]([CH2:43][OH:44])[cH:41][cH:42]2)[c:45]([Cl:50])[cH:46][c:47]([CH3:49])[cH:48]1.[Cl:51][CH2:52][Cl:53].[c:3]1([P:4]([c:5]2[cH:6][cH:7][cH:8][cH:9][cH:10]2)[c:11]2[cH:12][cH:13][cH:14][cH:15][cH:16]2)[cH:17][cH:18][cH:19][cH:20][cH:21]1>>[Br:1][CH2:43][c:40]1[cH:39][cH:38][c:37]([CH2:36][CH2:35][O:34][c:33]2[c:32]([Cl:31])[cH:48][c:47]([CH3:49])[cH:46][c:45]2[Cl:50])[cH:42][cH:41]1. Reactants: bis-acetate, C(C)(=O)OC1=C(C(=O)OC)C(=CC=C1)OC(C)=O (methyl 2,6-diacetoxybenzoate), O[Li].O (LiOH.H2O), CO.C1CCOC1.O (MeOH THF H2O), OC1=C(C(=O)OC)C(=CC=C1)O (methyl 2,6-dihydroxybenzoate). The solvent is CCCCCC.CCOC(=O)C (hexane EtOAc). Product: C(C)(=O)OC1=C(C(=O)OC)C(=CC=C1)O (methyl 2-acetoxy-6-hydroxybenzoate). The yield is 27.2%. As a reaction SMILES: [C:1]([O:4][C:5]1[CH:14]=[CH:13][CH:12]=[C:11]([O:15]C(=O)C)[C:6]=1[C:7]([O:9][CH3:10])=[O:8])(=[O:3])[CH3:2].O[Li].O.CO.C1COCC1.O.OC1C=CC=C(O)C=1C(OC)=O>CCCCCC.CCOC(C)=O>[C:1]([O:4][C:5]1[CH:14]=[CH:13][CH:12]=[C:11]([OH:15])[C:6]=1[C:7]([O:9][CH3:10])=[O:8])(=[O:3])[CH3:2] |f:1.2,3.4.5,7.8|. Procedure: A solution of Part C methyl 2,6-diacetoxybenzoate (3.4 g, 14 mmol) and LiOH.H2O (60 mg, 1.5 mmol) in 2:2:1 MeOH/THF/H2O (30 mL) was stirred for 2 hr at 20° until tlc analysis (4:1 hexane/EtOAc) revealed comparable amounts of starting bis-acetate and methyl 2,6-dihydroxybenzoate. The solution was quenched with pH 7 Na2HPO4 buffer, diluted with H2O prior to 4 EtOAc extractions. The combined organic phase was washed with H2O 2×, brine 1× prior to drying over Na2SO4. After removal of the volatiles, ...